Dataset: the Open Reaction Database (ORD), a public repository of structured organic reaction records. Task: describe an organic reaction: reactants, conditions, products, and yield The reactants are CCON=C(C)COc1ccc(SC(C)CC)cc1, CO, [O-][I+3]([O-])([O-])[O-], [Na+], O. The product is CCON=C(C)COc1ccc(S(=O)C(C)CC)cc1. Reaction SMILES: [CH2:1]([CH3:2])[O:3][N:4]=[C:5]([CH3:6])[CH2:7][O:8][c:9]1[cH:10][cH:11][c:12]([S:15][CH:16]([CH2:17][CH3:18])[CH3:19])[cH:13][cH:14]1.[CH3:26][OH:27].[I+3:20]([O-:21])([O-:22])([O-:23])[O-:24].[Na+:25].[OH2:28]>>[CH2:1]([CH3:2])[O:3][N:4]=[C:5]([CH3:6])[CH2:7][O:8][c:9]1[cH:10][cH:11][c:12]([S:15]([CH:16]([CH2:17][CH3:18])[CH3:19])=[O:21])[cH:13][cH:14]1. Reactants: BrC=1SC2=C(N1)C=CC(=C2)OC (2-Bromo-6-methoxy-1,3-benzothiazole), ClC=1C=C(C=NC1OC)B(O)O ((5-chloro-6-methoxypyridin-3-yl)boronic acid), BrC1=CC=C(C=N1)C=1SC2=C(N1)C=CC(=C2)OC (2-(6-bromopyridin-3-yl)-6-methoxy-1,3-benzothiazole). Product: S1C(=NC2=C1C=CC=C2)C=2C=CC(=NC2)NC (5-(1,3-Benzothiazol-2-yl)-N-methylpyridin-2-amine). As a reaction SMILES: Br[C:2]1SC2C=C(OC)C=CC=2[N:6]=1.ClC1C=C(B(O)O)C=NC=1OC.Br[C:26]1[N:31]=[CH:30][C:29]([C:32]2[S:33][C:34]3[CH:40]=[C:39](OC)[CH:38]=[CH:37][C:35]=3[N:36]=2)=[CH:28][CH:27]=1>>[S:33]1[C:34]2[CH:40]=[CH:39][CH:38]=[CH:37][C:35]=2[N:36]=[C:32]1[C:29]1[CH:28]=[CH:27][C:26]([NH:6][CH3:2])=[N:31][CH:30]=1. Procedure: 2-Bromo-6-methoxy-1,3-benzothiazole (49 mg, 0.20 mmol) and (5-chloro-6-methoxypyridin-3-yl)boronic acid (45 mg, 0.24 mmol) were reacted according to the procedure used for the preparation of 2-(6-bromopyridin-3-yl)-6-methoxy-1,3-benzothiazole to give the title compound (0.2 mg). 1H NMR (CHLOROFORM-d: CD3OD) δ 8.51 (d, 1H) 8.03 (dd, 1H) 7.87 (d, 1H) 7.43 (d, 1H) 7.10 (dd, 1H) 4.08 (s, 3H) 3.88 (s, 3H); MS m/z (M+H) 291. The reactants are tri-n-butylmagnesium lithium, [Cl-].[NH4+] (ammonium chloride), BrC1=CC=C(C=C1)C1=CC=C(C=C1)Br (4,4′-Dibromobiphenyl), C[C@@H]1OC1 ((2S)-2-methyloxirane). Solvent: O1CCCC1 (tetrahydrofuran), O1CCCC1 (tetrahydrofuran). Run at time 1 hour. Yields the product BrC1=CC=C(C=C1)C1=CC=C(C=C1)C[C@H](C)O ((2S)-1-(4′-Bromobiphenyl-4-yl)propan-2-ol). The yield is 39.5%. As a reaction SMILES: Br[C:2]1[CH:7]=[CH:6][C:5]([C:8]2[CH:13]=[CH:12][C:11]([Br:14])=[CH:10][CH:9]=2)=[CH:4][CH:3]=1.[CH3:15][C@H:16]1[CH2:18][O:17]1.[Cl-].[NH4+]>O1CCCC1>[Br:14][C:11]1[CH:12]=[CH:13][C:8]([C:5]2[CH:6]=[CH:7][C:2]([CH2:15][C@@H:16]([OH:17])[CH3:18])=[CH:3][CH:4]=2)=[CH:9][CH:10]=1 |f:2.3|. Reported procedure: 4,4′-Dibromobiphenyl (0.62 g, 2.0 mmol) was dissolved in tetrahydrofuran (5 mL), and a solution of tri-n-butylmagnesium lithium in tetrahydrofuran was added under a nitrogen atmosphere at 0° C., which was stirred at the same temperature for 1 hour, followed by addition of (2S)-2-methyloxirane (0.15 mL, 2.2 mmol). The temperature of the reaction solution was raised to room temperature, followed by stirring for 30 minutes, and subsequently a saturated aqueous ammonium chloride solution was added, ... Reactants: CCN(C(C)C)C(C)C, CC(Cl)OC(=O)Cl, ClCCl, CC(c1ccccc1)N1CCOC(C(Sc2ccccc2C(F)(F)F)c2ccccc2)C1. Product: FC(F)(F)c1ccccc1SC(c1ccccc1)C1CNCCO1. Reaction SMILES: [CH:1]([N:2]([CH2:3][CH3:4])[CH:5]([CH3:6])[CH3:7])([CH3:8])[CH3:9].[Cl:42][C:43]([O:44][CH:45]([Cl:46])[CH3:47])=[O:48].[Cl:49][CH2:50][Cl:51].[c:10]1([CH:11]([CH3:12])[N:18]2[CH2:19][CH:20]([CH:24]([S:25][c:26]3[c:27]([C:32]([F:33])([F:34])[F:35])[cH:28][cH:29][cH:30][cH:31]3)[c:36]3[cH:37][cH:38][cH:39][cH:40][cH:41]3)[O:21][CH2:22][CH2:23]2)[cH:13][cH:14][cH:15][cH:16][cH:17]1>>[NH:18]1[CH2:19][CH:20]([CH:24]([S:25][c:26]2[c:27]([C:32]([F:33])([F:34])[F:35])[cH:28][cH:29][cH:30][cH:31]2)[c:36]2[cH:37][cH:38][cH:39][cH:40][cH:41]2)[O:21][CH2:22][CH2:23]1. The reactants are Cn1nnc(N(Cc2cc(C(F)(F)F)cc(C(F)(F)F)c2)C2CCCN(CC3CCC(CC(=O)OCc4ccccc4)CC3)c3cc4c(cc32)COC4)n1, CO, Cl, [Na+], [OH-], O. Reaction SMILES: [CH2:1]([c:2]1[cH:3][cH:4][cH:5][cH:6][cH:7]1)[O:8][C:9]([CH2:10][CH:11]1[CH2:12][CH2:13][CH:14]([CH2:17][N:18]2[CH2:19][CH2:20][CH2:21][CH:22]([N:32]([c:33]3[n:34][n:35][n:36]([CH3:38])[n:37]3)[CH2:39][c:40]3[cH:41][c:42]([C:50]([F:51])([F:52])[F:53])[cH:43][c:44]([C:46]([F:47])([F:48])[F:49])[cH:45]3)[c:23]3[cH:24][c:25]4[c:29]([cH:30][c:31]32)[CH2:28][O:27][CH2:26]4)[CH2:15][CH2:16]1)=[O:54].[CH3:58][OH:59].[ClH:57].[Na+:56].[OH-:55].[OH2:60]>>[O:8]=[C:9]([CH2:10][CH:11]1[CH2:12][CH2:13][CH:14]([CH2:17][N:18]2[CH2:19][CH2:20][CH2:21][CH:22]([N:32]([c:33]3[n:34][n:35][n:36]([CH3:38])[n:37]3)[CH2:39][c:40]3[cH:41][c:42]([C:50]([F:51])([F:52])[F:53])[cH:43][c:44]([C:46]([F:47])([F:48])[F:49])[cH:45]3)[c:23]3[cH:24][c:25]4[c:29]([cH:30][c:31]32)[CH2:28][O:27][CH2:26]4)[CH2:15][CH2:16]1)[OH:54]. Yields the product Cn1nnc(N(Cc2cc(C(F)(F)F)cc(C(F)(F)F)c2)C2CCCN(CC3CCC(CC(=O)O)CC3)c3cc4c(cc32)COC4)n1. The reactants are CCOC(C)=O, CC(=O)[O-], CN(CCc1ccccc1)C(=O)Cc1cccc(OCc2ccccc2)c1, [Na+], CN(C)C=O, O=P(Cl)(Cl)Cl. The product is CN(CCc1ccccc1)C(=O)Cc1cc(OCc2ccccc2)ccc1C=O. Reaction SMILES: [CH3:33][CH2:34][O:35][C:36](=[O:37])[CH3:38].[CH3:40][C:41](=[O:42])[O-:43].[CH3:6][N:7]([C:8]([CH2:9][c:10]1[cH:11][c:12]([O:16][CH2:17][c:18]2[cH:19][cH:20][cH:21][cH:22][cH:23]2)[cH:13][cH:14][cH:15]1)=[O:24])[CH2:25][CH2:26][c:27]1[cH:28][cH:29][cH:30][cH:31][cH:32]1.[Na+:39].[O:44]=[CH:45][N:46]([CH3:47])[CH3:48].[P:1]([Cl:2])([Cl:3])([Cl:4])=[O:5]>>[CH3:6][N:7]([C:8]([CH2:9][c:10]1[cH:11][c:12]([O:16][CH2:17][c:18]2[cH:19][cH:20][cH:21][cH:22][cH:23]2)[cH:13][cH:14][c:15]1[CH:34]=[O:35])=[O:24])[CH2:25][CH2:26][c:27]1[cH:28][cH:29][cH:30][cH:31][cH:32]1. Starting materials: CC(=O)c1ccccc1C(=O)O, CC(C)=CCCC(C)CCO, CN(C)c1ccncc1, ClCCl. Yields the product CC(=O)c1ccccc1C(=O)OCCC(C)CCC=C(C)C. RXN SMILES: [C:1]([CH3:2])(=[O:3])[c:4]1[c:5]([C:6](=[O:7])[OH:8])[cH:9][cH:10][cH:11][cH:12]1.[CH3:13][CH:14]([CH2:15][CH2:16][OH:17])[CH2:18][CH2:19][CH:20]=[C:21]([CH3:22])[CH3:23].[CH3:24][N:25]([c:26]1[cH:27][cH:28][n:29][cH:30][cH:31]1)[CH3:32].[Cl:33][CH2:34][Cl:35]>>[C:1]([CH3:2])(=[O:3])[c:4]1[c:5]([C:6](=[O:7])[O:8][CH2:16][CH2:15][CH:14]([CH3:13])[CH2:18][CH2:19][CH:20]=[C:21]([CH3:22])[CH3:23])[cH:9][cH:10][cH:11][cH:12]1. Starting materials: Cl.C(C)O (hydrogen chloride ethanol), C(C1=CC=CC=C1)OC(=O)N[C@@H](CCCCNC(=O)OCC1=CC=CC=C1)C(=O)N[C@@H](C)C(=O)N[C@@H]([C@@H](C)CC)C(=O)OC[C@@H]1[C@H]([C@H]([C@@H](O1)N1C(=O)NC(=O)C(=C1)F)O)O (5'-O-[N-{N-(Nα,Nε -di benzyloxycarbonyllysyl)alanyl}isoleucyl]-5-fluorouridine), [H][H] (hydrogen). The reagents and catalysts are [C].[Pd] (palladium-carbon). Run in CO (methanol), C(C)O (ethanol). Yields the product Cl.Cl.N[C@@H](CCCCN)C(=O)N[C@@H](C)C(=O)N[C@@H]([C@@H](C)CC)C(=O)OC[C@@H]1[C@H]([C@H]([C@@H](O1)N1C(=O)NC(=O)C(=C1)F)O)O (5'-O-{N-(N-lysylalanyl)isoleucyl}-5-fluorouridine dihydrochloride). Yield: 98.8%. Reaction SMILES: C(OC([NH:11][C@H:12]([C:28]([NH:30][C@H:31]([C:33]([NH:35][C@H:36]([C:41]([O:43][CH2:44][C@H:45]1[O:49][C@@H:48]([N:50]2[CH:57]=[C:56]([F:58])[C:54](=[O:55])[NH:53][C:51]2=[O:52])[C@H:47]([OH:59])[C@@H:46]1[OH:60])=[O:42])[C@H:37]([CH2:39][CH3:40])[CH3:38])=[O:34])[CH3:32])=[O:29])[CH2:13][CH2:14][CH2:15][CH2:16][NH:17]C(OCC1C=CC=CC=1)=O)=O)C1C=CC=CC=1.[ClH:61].C(O)C.[H][H]>C(O)C.CO.[C].[Pd]>[ClH:61].[ClH:61].[NH2:11][C@H:12]([C:28]([NH:30][C@H:31]([C:33]([NH:35][C@H:36]([C:41]([O:43][CH2:44][C@H:45]1[O:49][C@@H:48]([N:50]2[CH:57]=[C:56]([F:58])[C:54](=[O:55])[NH:53][C:51]2=[O:52])[C@H:47]([OH:59])[C@@H:46]1[OH:60])=[O:42])[C@H:37]([CH2:39][CH3:40])[CH3:38])=[O:34])[CH3:32])=[O:29])[CH2:13][CH2:14][CH2:15][CH2:16][NH2:17] |f:1.2,6.7,8.9.10|. Reported procedure: 0.94 Gram (1.11 mmol) of the ester obtained as described above was dissolved in ethanol (100 ml) and methanol (20 ml), and 0.40 g of 10% palladium-carbon and 0.50 g (4.93 mmol) of 36% hydrogen chloride-ethanol were added. The mixture was stirred in a stream of hydrogen under normal pressure for 2 hours at room temperature. The catalyst was filtered off and the filtrate was concentrated under reduced pressure. The residue was washed with ether (20 ml) to obtain 0.71 g (99%) of the desired 5'-O-{N... The reactants are CN(C)C(=[N+](C)C)ON1C2=C(C=CC=C2)N=N1.[B-](F)(F)(F)F (TBTU), TEA, FC(C1(CCC1)C(=O)O)(F)F (1-trifluormethyl-cyclobutanecarboxylic acid), ClC1=C(CN)C=CC(=C1NC1=NC2=C(N1C)C=C(C(=C2)Cl)N2CC(CCC2)C(F)(F)F)Cl (2,4-dichloro-3-[5-chloro-1-methyl-6-(3-(trifluoromethyl)piperidin-1-yl)-1H-benzimidazol-2-ylamino]benzylamine). Run in CN(C)C=O (DMF). Yields the product ClC1=C(CNC(=O)C2(CCC2)C(F)(F)F)C=CC(=C1NC1=NC2=C(N1C)C=C(C(=C2)Cl)N2CC(CCC2)C(F)(F)F)Cl (N-{2,4-Dichloro-3-[5-chloro-1-methyl-6-(3-trifluoromethyl-piperidin-1-yl)-1H-benzimidazol-2-ylamino]-benzyl}-1-trifluoromethyl-cyclobutanecarboxamide). Reaction SMILES: CN(C(ON1N=NC2C=CC=CC1=2)=[N+](C)C)C.[B-](F)(F)(F)F.[F:23][C:24]([F:33])([F:32])[C:25]1([C:29]([OH:31])=O)[CH2:28][CH2:27][CH2:26]1.[Cl:34][C:35]1[C:42]([NH:43][C:44]2[N:48]([CH3:49])[C:47]3[CH:50]=[C:51]([N:55]4[CH2:60][CH2:59][CH2:58][CH:57]([C:61]([F:64])([F:63])[F:62])[CH2:56]4)[C:52]([Cl:54])=[CH:53][C:46]=3[N:45]=2)=[C:41]([Cl:65])[CH:40]=[CH:39][C:36]=1[CH2:37][NH2:38]>CN(C=O)C>[Cl:34][C:35]1[C:42]([NH:43][C:44]2[N:48]([CH3:49])[C:47]3[CH:50]=[C:51]([N:55]4[CH2:60][CH2:59][CH2:58][CH:57]([C:61]([F:64])([F:63])[F:62])[CH2:56]4)[C:52]([Cl:54])=[CH:53][C:46]=3[N:45]=2)=[C:41]([Cl:65])[CH:40]=[CH:39][C:36]=1[CH2:37][NH:38][C:29]([C:25]1([C:24]([F:23])([F:33])[F:32])[CH2:26][CH2:27][CH2:28]1)=[O:31] |f:0.1|. Reported procedure: The title compound was prepared from TBTU (35 mg, 0.11 mmol), TEA (50 μL, 0.36 mmol), 1-trifluormethyl-cyclobutanecarboxylic acid (57 mg, 0.4 mmol) and 2,4-dichloro-3-[5-chloro-1-methyl-6-(3-(trifluoromethyl)piperidin-1-yl)-1H-benzimidazol-2-ylamino]benzylamine (45.3 mg, 0.1 mmol) in DMF (3 mL) analogy to example 1 step (i).